From a dataset of the Open Reaction Database (ORD), a public repository of structured organic reaction records. describe an organic reaction: reactants, conditions, products, and yield Starting materials: CCCCS(=O)(=O)O, C1CCOC1, [Cl-], Cl, COc1cccc(OC)c1CNC(=N)Nc1nc(CN)cs1. Product: CCCCS(=O)(=O)NCc1csc(NC(=N)NCc2c(OC)cccc2OC)n1. RXN SMILES: [CH2:25]([CH2:26][CH2:27][CH3:28])[S:29](=[O:30])(=[O:31])[OH:32].[CH2:33]1[O:34][CH2:35][CH2:36][CH2:37]1.[Cl-:24].[ClH:1].[NH2:2][CH2:3][c:4]1[n:5][c:6]([NH:9][C:10](=[NH:11])[NH:12][CH2:13][c:14]2[c:15]([O:22][CH3:23])[cH:16][cH:17][cH:18][c:19]2[O:20][CH3:21])[s:7][cH:8]1>>[NH:2]([CH2:3][c:4]1[n:5][c:6]([NH:9][C:10](=[NH:11])[NH:12][CH2:13][c:14]2[c:15]([O:22][CH3:23])[cH:16][cH:17][cH:18][c:19]2[O:20][CH3:21])[s:7][cH:8]1)[S:29]([CH2:25][CH2:26][CH2:27][CH3:28])(=[O:30])=[O:31].